describe an organic reaction: reactants, conditions, products, and yield From a dataset of the Open Reaction Database (ORD), a public repository of structured organic reaction records. The reagents and catalysts are [I-].C(CCC)[N+](CCCC)(CCCC)CCCC (tetrabutyl ammonium iodide). Conditions: time 2 hour. Solvent: CN(C)C=O (DMF). Reaction SMILES: [H-].[Na+].[C@@H:3]1([CH2:13][CH:14]=[CH2:15])[O:11][C@@H:10]([CH3:12])[C@@H:8]([OH:9])[C@@H:6]([OH:7])[C@@H:4]1[OH:5].[CH2:16](Br)[C:17]1[CH:22]=[CH:21][CH:20]=[CH:19][CH:18]=1>CN(C=O)C.[I-].C([N+](CCCC)(CCCC)CCCC)CCC>[CH2:16]([O:5][C@H:4]1[C@H:6]([O:7][CH2:16][C:17]2[CH:22]=[CH:21][CH:20]=[CH:19][CH:18]=2)[C@H:8]([O:9][CH2:16][C:17]2[CH:22]=[CH:21][CH:20]=[CH:19][CH:18]=2)[C@H:10]([CH3:12])[O:11][C@H:3]1[CH2:13][CH:14]=[CH2:15])[C:17]1[CH:22]=[CH:21][CH:20]=[CH:19][CH:18]=1 |f:0.1,5.6|. The product is C(C1=CC=CC=C1)O[C@@H]1[C@@H](O[C@H]([C@H]([C@H]1OCC1=CC=CC=C1)OCC1=CC=CC=C1)C)CC=C (3-(2,3,4-tri-O-benzyl-α-L-fucopyranosyl)-1-propene). Procedure details: To a stirred suspension of NaH (3.91 g, 60% dispersion in oil, 98 mmol) in DMF (120 mL) at rt was added portionwise 3-(α-L-fucopyranosyl)-1-propene (4.6 g, 24.44 mmol). After 2 hr, to the resulting mixture was added tetrabutyl ammonium iodide (451 mg, 1.22 mmol) and followed by the slow addition of benzyl bromide (13.1 mL, 110 mml) After stirring at rt for 16 hr, the reaction mixture was concentrated and the residue was partitioned between water (300 mL) and Et2O (150 mL). The aqueous layer was ... Starting materials: [C@@H]1([C@@H](O)[C@H](O)[C@H](O)[C@@H](O1)C)CC=C (3-(α-L-fucopyranosyl)-1-propene), [H-].[Na+] (NaH), C(C1=CC=CC=C1)Br (benzyl bromide).